From a dataset of the Open Reaction Database (ORD), a public repository of structured organic reaction records. describe an organic reaction: reactants, conditions, products, and yield Starting materials: [H-].[K+] (potassium hydride), CC=1C(C(CC2OCOC21)(C)C)(O)C[Si](C)(C)C (4,6,6-trimethyl-5,6,7,7a-tetrahydro-5-trimethylsilylmethyl-1,3-benzodioxol-5-ol), O (water). Solvent: O1CCCC1 (tetrahydrofuran). Reaction conditions: temperature 25 celsius, time 2 hour. Yields the product CC=1C(C(CC2OCOC21)(C)C)=C (4,6,6-trimethyl-5,6,7,7a-tetrahydro-5-methylidene-1,3-benzodioxol). The yield is 78.7%. As a reaction SMILES: [H-].[K+].[CH3:3][C:4]1[C:5]([CH2:16][Si](C)(C)C)(O)[C:6]([CH3:14])([CH3:13])[CH2:7][CH:8]2[C:12]=1[O:11][CH2:10][O:9]2.O>O1CCCC1>[CH3:3][C:4]1[C:5](=[CH2:16])[C:6]([CH3:14])([CH3:13])[CH2:7][CH:8]2[C:12]=1[O:11][CH2:10][O:9]2 |f:0.1|. Procedure details: 23 ml (about 1 eq.) of potassium hydride (20% in oil) were placed in a 750 four-necked sulphonation flask provided with a magnetic stirrer, dropping funnel and argon gasification, washed three times with hexane and 120 ml of tetrahydrofuran were added. A solution of 30.4 g (0.11 mol) of 4,6,6-trimethyl-5,6,7,7a-tetrahydro-5-trimethylsilylmethyl-1,3-benzodioxol-5-ol in 200 ml of tetrahydrofuran was added dropwise thereto at 0° C. Subsequently, the suspension was stirred at 20-30° C. for 2 hours. ... Reactants: CC1CCCN1CC1CCCN1, O=C(O)c1ccc(O)cc1F. Yields the product CC1CCCN1CC1CCCN1C(=O)c1ccc(O)cc1F. RXN SMILES: [CH3:12][CH:13]1[N:14]([CH2:18][CH:19]2[NH:20][CH2:21][CH2:22][CH2:23]2)[CH2:15][CH2:16][CH2:17]1.[F:1][c:2]1[c:3]([C:4](=[O:5])[OH:6])[cH:7][cH:8][c:9]([OH:11])[cH:10]1>>[F:1][c:2]1[c:3]([C:4](=[O:6])[N:20]2[CH:19]([CH2:18][N:14]3[CH:13]([CH3:12])[CH2:17][CH2:16][CH2:15]3)[CH2:23][CH2:22][CH2:21]2)[cH:7][cH:8][c:9]([OH:11])[cH:10]1. The reactants are CC1=C(CC2C(C(NS2(=O)=O)=O)C1)C (3a,4,7,7a-tetrahydro-5,6-dimethyl-1,2-benzisothiazol-3-(2H)-one 1,1-dioxide), ClC1=CN=CC(=N1)N1CCNCC1 (1-(6-chloro-2-pyrazinyl)piperazine), C1(=C(C(=C(C(=C1F)F)F)N)F)N.Cl.Cl (dihydrochloride). Yields the product Cl.Cl.ClC1=CN=CC(=N1)N1CCN(CC1)CCCCN1S(C2C(C1=O)CC(=C(C2)C)C)(=O)=O (2-[4-[4-(6-chloro-2-pyrazinyl)-1-piperazinyl]butyl]-3a,4,7,7a-tetrahydro-5,6-dimethyl-1,2-benzisothiazol-3(2H)-one 1,1-dioxide, dihydrochloride). As a reaction SMILES: [CH3:1][C:2]1[CH2:13][CH:6]2[C:7](=[O:12])[NH:8][S:9](=[O:11])(=[O:10])[CH:5]2[CH2:4][C:3]=1[CH3:14].[Cl:15][C:16]1[N:21]=[C:20]([N:22]2[CH2:27][CH2:26][NH:25][CH2:24][CH2:23]2)[CH:19]=[N:18][CH:17]=1.[C:28]1(N)[C:33](F)=C(F)C(F)=[C:30](N)[C:29]=1F.[ClH:40].Cl>>[ClH:15].[ClH:40].[Cl:15][C:16]1[N:21]=[C:20]([N:22]2[CH2:23][CH2:24][N:25]([CH2:33][CH2:28][CH2:29][CH2:30][N:8]3[C:7](=[O:12])[CH:6]4[CH2:13][C:2]([CH3:1])=[C:3]([CH3:14])[CH2:4][CH:5]4[S:9]3(=[O:11])=[O:10])[CH2:26][CH2:27]2)[CH:19]=[N:18][CH:17]=1 |f:2.3.4,5.6.7|. Reported procedure: The title compound is prepared using the procedure of Example 1 using 3a,4,7,7a-tetrahydro-5,6-dimethyl-1,2-benzisothiazol-3-(2H)-one 1,1-dioxide instead of 3a,4,7,7a-tetrahydro-4,7-methano-1,2-benzisothiazol-3(2H)-one 1,1-dioxide and 1-(6-chloro-2-pyrazinyl)piperazine instead of 4-(2-pyrimidinyl)piperazine. The final product is converted to its dihydrochloride salt, mp 158°-160° C.